Dataset: the Open Reaction Database (ORD), a public repository of structured organic reaction records. Task: describe an organic reaction: reactants, conditions, products, and yield The reactants are C(C)(C)(C)C1=CC(=C(C=N1)C=1N([C@]([C@](N1)(C)C1=CC=C(C=C1)Cl)(C)C1=CC=C(C=C1)Cl)C(=O)N1CCC(CC1)CC(=O)O)OCC ({1-[(4S,5R)-2-(6-tert-butyl-4-ethoxy-pyridin-3-yl)-4,5-bis-(4-chloro-phenyl)-4,5-dimethyl-4,5-dihydro-imidazole-1-carbonyl]-piperidin-4-yl}-acetic acid), COC1=CC=C(C=C1)NC (N-(4-methoxy-phenyl)-N-methyl-amine). The product is C(C)(C)(C)C1=CC(=C(C=N1)C=1N([C@]([C@](N1)(C)C1=CC=C(C=C1)Cl)(C)C1=CC=C(C=C1)Cl)C(=O)N1CCC(CC1)CC(=O)N(C)C1=CC=C(C=C1)OC)OCC (2-{1-[(4S,5R)-2-(6-tert-Butyl-4-ethoxy-pyridin-3-yl)-4,5-bis-(4-chloro-phenyl)-4,5-dimethyl-4,5-dihydro-imidazole-1-carbonyl]-piperidin-4-yl}-N-(4-methoxy-phenyl)-N-methyl-acetamide). As a reaction SMILES: [C:1]([C:5]1[N:10]=[CH:9][C:8]([C:11]2[N:12]([C:32]([N:34]3[CH2:39][CH2:38][CH:37]([CH2:40][C:41](O)=[O:42])[CH2:36][CH2:35]3)=[O:33])[C@@:13]([C:25]3[CH:30]=[CH:29][C:28]([Cl:31])=[CH:27][CH:26]=3)([CH3:24])[C@@:14]([C:17]3[CH:22]=[CH:21][C:20]([Cl:23])=[CH:19][CH:18]=3)([CH3:16])[N:15]=2)=[C:7]([O:44][CH2:45][CH3:46])[CH:6]=1)([CH3:4])([CH3:3])[CH3:2].[CH3:47][O:48][C:49]1[CH:54]=[CH:53][C:52]([NH:55][CH3:56])=[CH:51][CH:50]=1>>[C:1]([C:5]1[N:10]=[CH:9][C:8]([C:11]2[N:12]([C:32]([N:34]3[CH2:39][CH2:38][CH:37]([CH2:40][C:41]([N:55]([C:52]4[CH:53]=[CH:54][C:49]([O:48][CH3:47])=[CH:50][CH:51]=4)[CH3:56])=[O:42])[CH2:36][CH2:35]3)=[O:33])[C@@:13]([C:25]3[CH:26]=[CH:27][C:28]([Cl:31])=[CH:29][CH:30]=3)([CH3:24])[C@@:14]([C:17]3[CH:18]=[CH:19][C:20]([Cl:23])=[CH:21][CH:22]=3)([CH3:16])[N:15]=2)=[C:7]([O:44][CH2:45][CH3:46])[CH:6]=1)([CH3:4])([CH3:2])[CH3:3]. Procedure details: In a manner analogous to the method described in example 163, {1-[(4S,5R)-2-(6-tert-butyl-4-ethoxy-pyridin-3-yl)-4,5-bis-(4-chloro-phenyl)-4,5-dimethyl-4,5-dihydro-imidazole-1-carbonyl]-piperidin-4-yl}-acetic acid was reacted with N-(4-methoxy-phenyl)-N-methyl-amine (Aldrich) to give the title compound. LC-MS (ES+) 784 [(M+H)+]. Reactants: O=C([O-])[O-], CCC(C)=O, Cc1cc(O)cc(C)c1C=O, CCCCI, [K+], [K+]. Yields the product CCCCOc1cc(C)c(C=O)c(C)c1. RXN SMILES: [C:6](=[O:7])([O-:8])[O-:9].[CH2:23]([C:24]([CH3:25])=[O:26])[CH3:27].[CH3:12][c:13]1[c:14]([CH:15]=[O:16])[c:17]([CH3:22])[cH:18][c:19]([OH:21])[cH:20]1.[I:1][CH2:2][CH2:3][CH2:4][CH3:5].[K+:10].[K+:11]>>[CH2:2]([CH2:3][CH2:4][CH3:5])[O:21][c:19]1[cH:18][c:17]([CH3:22])[c:14]([CH:15]=[O:16])[c:13]([CH3:12])[cH:20]1. Starting materials: C(C=C)C(C(=O)OC(C)(C)C)(C(=O)OCC)C(C1=C(C=CC=C1)CC)=O (t-butyl ethyl 2-allyl-2-(2-ethylbenzoyl)malonate), C(C)(=O)OC(C)=O (acetic anhydride), C1(=CC=C(C=C1)S(=O)(=O)O)C (p-toluenesulphonic acid). Solvent: C(C)(=O)O (acetic acid). Reaction conditions: temperature 140 celsius. Yields the product C(C=C)C(C(=O)OCC)C(=O)C1=C(C=CC=C1)CC (ethyl 2-allyl-3-(2-ethylphenyl)-3-oxopropionate). Isolated yield 71.6%. RXN SMILES: [CH2:1]([C:4]([C:17](=[O:26])[C:18]1[CH:23]=[CH:22][CH:21]=[CH:20][C:19]=1[CH2:24][CH3:25])(C(OCC)=O)[C:5]([O:7][C:8](C)(C)[CH3:9])=[O:6])[CH:2]=[CH2:3].C(OC(=O)C)(=O)C.C1(C)C=CC(S(O)(=O)=O)=CC=1>C(O)(=O)C>[CH2:1]([CH:4]([C:17]([C:18]1[CH:23]=[CH:22][CH:21]=[CH:20][C:19]=1[CH2:24][CH3:25])=[O:26])[C:5]([O:7][CH2:8][CH3:9])=[O:6])[CH:2]=[CH2:3]. Procedure details: A mixture of t-butyl ethyl 2-allyl-2-(2-ethylbenzoyl)malonate (14.3 g.), acetic anhydride (4 ml.) and p-toluenesulphonic acid (100 mg.) in acetic acid (200 ml.) was heated at 140° C. under nitrogen for 75 minutes and then evaporated. The residue was shaken with a mixture of saturated sodium bicarbonate solution (100 ml.) and ethyl acetate (100 ml.). The organic phase was dried (MgSO4) and evaporated. The oil obtained (9.3 g.) was purified by flash column chromatography (280 g.) using toluene as ... Reactants: compound IV, C(C1=CC=CC=C1)(=O)N1CCC(CC1)=O (N-benzoyl-4piperidone), C(=O)OCC (Ethyl formate), C[Si](N[Si](C)(C)C)(C)C.[Li] (lithium hexamethyldisilazane), Cl (HCl). Run in C1CCOC1 (THF). Product: C(=O)C1CNCCC1=O (3-formyl-4-piperidone). Yield: 73.0%. As a reaction SMILES: C[Si](C)(C)N[Si](C)(C)C.[Li].C([N:19]1[CH2:24][CH2:23][C:22](=[O:25])[CH2:21][CH2:20]1)(=O)C1C=CC=CC=1.[CH:26](OCC)=[O:27].Cl>C1COCC1>[CH:26]([CH:23]1[C:22](=[O:25])[CH2:21][CH2:20][NH:19][CH2:24]1)=[O:27] |f:0.1,^1:9|. Procedure details: The following general procedure was used to synthesize compound IV (R2 ≠H): Into a dried, 3-neck flask fitted with a mechanical stirring device, an addition funnel and a low temperature thermometer was cannulated lithium hexamethyldisilazane (1.0 M in THF, 1.1 molar equiv). The solution was cooled via a dry ice/acetone bath. A solution of N-benzoyl-4piperidone (1.0 equiv) in THF (50 mL) was added dropwise, with stirring, over thirty minutes. The solution was stirred at -72° to -68° C. for thirty...